Dataset: the Open Reaction Database (ORD), a public repository of structured organic reaction records. Task: describe an organic reaction: reactants, conditions, products, and yield Starting materials: Cl.NC=1C=CC2=C(S(C3=C2C=CC=C3)(=O)=O)C1 (3-Aminodibenzothiophene-5,5-dioxide hydrochloride), crude material, C(Cl)(Cl)Cl (chloroform), nitrile, amine, nitrile, [N-]=[N+]=[N-].[Na+] (sodium azide), [Cl-].[NH4+] (ammonium chloride). Run in CN(C=O)C (dimethyl formamide), O (water). Yields the product N1N=NN=C1C=1C=CC2=C(S(C3=C2C=CC=C3)(=O)=O)C1 (3-(5-Tetrazolyl)dibenzothiophene-5,5-dioxide). RXN SMILES: Cl.N[C:3]1[CH:4]=[CH:5][C:6]2[C:10]3[CH:11]=[CH:12][CH:13]=[CH:14][C:9]=3[S:8](=[O:16])(=[O:15])[C:7]=2[CH:17]=1.[N-:18]=[N+:19]=[N-:20].[Na+].[Cl-].[NH4+:23].[CH:24](Cl)(Cl)Cl>CN(C)C=O.O>[NH:23]1[C:24]([C:3]2[CH:4]=[CH:5][C:6]3[C:10]4[CH:11]=[CH:12][CH:13]=[CH:14][C:9]=4[S:8](=[O:16])(=[O:15])[C:7]=3[CH:17]=2)=[N:20][N:19]=[N:18]1 |f:0.1,2.3,4.5|. Reported procedure: 3-Aminodibenzothiophene-5,5-dioxide hydrochloride (11.80 g) was diazotised and converted to the crude nitrile as described in Example 24. The crude material was dissolved in chloroform and passed down a column of silica gel (500 g), eluting with chloroform. Evaporation of the solvent gave a mixture of amine and nitrile which was dissolved in dimethyl formamide (30 ml) and treated with sodium azide (1.3 g) and ammonium chloride (1.1 g). After heating on a steam bath for 6 hrs., the solution was d... Reactants: CC1=CC(=C(C2=C1C(=O)OC=3C(=C(C=C(C3O2)C(=O)O)OC)C)C=O)O (psoromic acid), O.NN (hydrazine hydrate). Run in C(C)O (ethanol). Product: N(N)=CC1=C(C=C(C2=C1OC1=C(OC2=O)C(=C(C=C1C(=O)O)OC)C)C)O (4-Hydrazonomethyl-3-hydroxy-8-methoxy-1,9-dimethyl-11-oxo-11H-dibenzo[b,e][1,4]dioxepine-6-carboxylic acid). RXN SMILES: [CH3:1][C:2]1[C:7]2[C:8]([O:10][C:11]3[C:12]([CH3:23])=[C:13]([O:21][CH3:22])[CH:14]=[C:15]([C:18]([OH:20])=[O:19])[C:16]=3[O:17][C:6]=2[C:5]([CH:24]=O)=[C:4]([OH:26])[CH:3]=1)=[O:9].O.[NH2:28][NH2:29]>C(O)C>[N:28](=[CH:24][C:5]1[C:6]2[O:17][C:16]3[C:15]([C:18]([OH:20])=[O:19])=[CH:14][C:13]([O:21][CH3:22])=[C:12]([CH3:23])[C:11]=3[O:10][C:8](=[O:9])[C:7]=2[C:2]([CH3:1])=[CH:3][C:4]=1[OH:26])[NH2:29] |f:1.2|. Reported procedure: To a stirring solution of psoromic acid (1 mmol) in ethanol (25 mL) was added hydrazine hydrate (1 mmol). The reaction was stirred for half an hour and monitored by TLC. Upon completion, all of the solvent was removed by rotary evaporation. The residue was redissolved in ethanol and dried over anhydrous magnesium sulfate, filtered, and evaporated by a rotary evaporator to yield a white solid product. Reactants: c1ccc(CC2CCNCC2)cc1, C1CCOC1, Cc1ccc(-c2ccc3c(c2)C=C(C(=O)Nc2ccc(CCl)cc2)CC3)cc1, O. Yields the product Cc1ccc(-c2ccc3c(c2)C=C(C(=O)Nc2ccc(CN4CCC(Cc5ccccc5)CC4)cc2)CC3)cc1. RXN SMILES: [CH2:29]([c:30]1[cH:31][cH:32][cH:33][cH:34][cH:35]1)[CH:36]1[CH2:37][CH2:38][NH:39][CH2:40][CH2:41]1.[CH2:43]1[O:44][CH2:45][CH2:46][CH2:47]1.[Cl:1][CH2:2][c:3]1[cH:4][cH:5][c:6]([NH:9][C:10](=[O:11])[C:12]2=[CH:13][c:14]3[cH:15][c:16](-[c:22]4[cH:23][cH:24][c:25]([CH3:28])[cH:26][cH:27]4)[cH:17][cH:18][c:19]3[CH2:20][CH2:21]2)[cH:7][cH:8]1.[OH2:42]>>[CH2:2]([c:3]1[cH:4][cH:5][c:6]([NH:9][C:10](=[O:11])[C:12]2=[CH:13][c:14]3[cH:15][c:16](-[c:22]4[cH:23][cH:24][c:25]([CH3:28])[cH:26][cH:27]4)[cH:17][cH:18][c:19]3[CH2:20][CH2:21]2)[cH:7][cH:8]1)[N:39]1[CH2:38][CH2:37][CH:36]([CH2:29][c:30]2[cH:31][cH:32][cH:33][cH:34][cH:35]2)[CH2:41][CH2:40]1. The reactants are CC(=O)O, CC(Cc1ccccc1)NC(=O)C(F)(F)F, [O-][I+3]([O-])([O-])O, I, O, O. Yields the product CC(Cc1ccc(I)cc1)NC(=O)C(F)(F)F. Reaction SMILES: [CH3:25][C:26](=[O:27])[OH:28].[F:1][C:2]([C:3](=[O:4])[NH:5][CH:6]([CH2:7][c:8]1[cH:9][cH:10][cH:11][cH:12][cH:13]1)[CH3:14])([F:15])[F:16].[I+3:20]([OH:21])([O-:22])([O-:23])[O-:24].[I:17].[OH2:18].[OH2:19]>>[F:1][C:2]([C:3](=[O:4])[NH:5][CH:6]([CH2:7][c:8]1[cH:9][cH:10][c:11]([I:20])[cH:12][cH:13]1)[CH3:14])([F:15])[F:16].